This data is from the Open Reaction Database (ORD), a public repository of structured organic reaction records. The task is: describe an organic reaction: reactants, conditions, products, and yield The reactants are C1CCOC1, CNC, O=[N+]([O-])c1cccc(S(=O)(=O)Cl)c1. Yields the product CN(C)S(=O)(=O)c1cccc([N+](=O)[O-])c1. Reaction SMILES: [CH2:17]1[O:18][CH2:19][CH2:20][CH2:21]1.[CH3:14][NH:15][CH3:16].[N+:1](=[O:2])([O-:3])[c:4]1[cH:5][c:6]([S:10](=[O:11])(=[O:12])[Cl:13])[cH:7][cH:8][cH:9]1>>[N+:1](=[O:2])([O-:3])[c:4]1[cH:5][c:6]([S:10](=[O:11])(=[O:12])[N:15]([CH3:14])[CH3:16])[cH:7][cH:8][cH:9]1. Starting materials: C(C1=CC=CC=C1)(C1=CC=CC=C1)=NC=1C=C(C=NC1)C(=O)C1=CN(C=2N=C(N=CC21)NCC2=CC=C(C=C2)OC)C21CC(C2)C1 ([5-(Benzhydrylidene-amino)-pyridin-3-yl]-[7-bicyclo[1.1.1]pent-1-yl-2-(4-methoxy-benzylamino)-7H-pyrrolo[2,3-d]pyrimidin-5-yl]-methanone), aq. solution. The solvent is C1CCOC1 (THF), C(CC(O)(C(=O)O)CC(=O)O)(=O)O (citric acid). Reaction conditions: time 2 hour. Product: NC=1C=C(C=NC1)C(=O)C1=CN(C=2N=C(N=CC21)NCC2=CC=C(C=C2)OC)C21CC(C2)C1 ((5-Amino-pyridin-3-yl)-[7-bicyclo[1.1.1]pent-1-yl-2-(4-methoxy-benzylamino)-7H-pyrrolo[2,3-d]pyrimidin-5-yl]-methanone). Isolated yield 92.0%. RXN SMILES: C(=[N:14][C:15]1[CH:16]=[C:17]([C:21]([C:23]2[C:31]3[CH:30]=[N:29][C:28]([NH:32][CH2:33][C:34]4[CH:39]=[CH:38][C:37]([O:40][CH3:41])=[CH:36][CH:35]=4)=[N:27][C:26]=3[N:25]([C:42]34[CH2:46][CH:44]([CH2:45]3)[CH2:43]4)[CH:24]=2)=[O:22])[CH:18]=[N:19][CH:20]=1)(C1C=CC=CC=1)C1C=CC=CC=1>C1COCC1.C(O)(=O)CC(CC(O)=O)(C(O)=O)O>[NH2:14][C:15]1[CH:16]=[C:17]([C:21]([C:23]2[C:31]3[CH:30]=[N:29][C:28]([NH:32][CH2:33][C:34]4[CH:39]=[CH:38][C:37]([O:40][CH3:41])=[CH:36][CH:35]=4)=[N:27][C:26]=3[N:25]([C:42]34[CH2:45][CH:44]([CH2:43]3)[CH2:46]4)[CH:24]=2)=[O:22])[CH:18]=[N:19][CH:20]=1. Procedure: To a solution of [5-(Benzhydrylidene-amino)-pyridin-3-yl]-[7-bicyclo[1.1.1]pent-1-yl-2-(4-methoxy-benzylamino)-7H-pyrrolo[2,3-d]pyrimidin-5-yl]-methanone (Preparation 286, 475 mg, 0.78 mmol) in THF (15 mL), citric acid (15 mL of a 1N aq. solution) was added at room temperature and the reaction mixture stirred for 2 hours. The reaction was then quenched with sat. aq. Na2CO3 solution and extracted with EtOAc (2×25 mL). The combined organic phases were dried (Na2SO4) and evaporated in vacuo. Purifi...